Dataset: the Open Reaction Database (ORD), a public repository of structured organic reaction records. Task: describe an organic reaction: reactants, conditions, products, and yield Reactants: C([C@@H](O)C1=CC=CC=C1)(=O)O.ClC1=CC=C(C=C1)N1C([C@@H](CC1)CN1CCN(CC1)CCOC)=O ((S)-1-(4-chlorophenyl)-3-(4-(2-methoxyethyl)piperazin-1-yl)methyl-2-pyrrolidinone (S)-(+)-mandelate), C([O-])([O-])=O.[Na+].[Na+] (sodium carbonate). The solvent is O (water). Product: ClC1=CC=C(C=C1)N1C([C@@H](CC1)CN1CCN(CC1)CCOC)=O ((S)-1-(4-chlorophenyl)-3-(4-(2-methoxyethyl)piperazin-1-yl)methyl-2-pyrrolidinone). The yield is 95.5%. Reaction SMILES: C(O)(=O)[C@H](C1C=CC=CC=1)O.[Cl:12][C:13]1[CH:18]=[CH:17][C:16]([N:19]2[CH2:23][CH2:22][C@@H:21]([CH2:24][N:25]3[CH2:30][CH2:29][N:28]([CH2:31][CH2:32][O:33][CH3:34])[CH2:27][CH2:26]3)[C:20]2=[O:35])=[CH:15][CH:14]=1.C(=O)([O-])[O-].[Na+].[Na+]>O>[Cl:12][C:13]1[CH:18]=[CH:17][C:16]([N:19]2[CH2:23][CH2:22][C@@H:21]([CH2:24][N:25]3[CH2:26][CH2:27][N:28]([CH2:31][CH2:32][O:33][CH3:34])[CH2:29][CH2:30]3)[C:20]2=[O:35])=[CH:15][CH:14]=1 |f:0.1,2.3.4|. Procedure: Into 2 mL of water was dissolved 180 mg of (S)-1-(4-chlorophenyl)-3-(4-(2-methoxyethyl)piperazin-1-yl)methyl-2-pyrrolidinone (S)-(+)-mandelate, and the solution was desalted with sodium carbonate and extracted with ethyl acetate. The organic layer was dried over anhydrous magnesium sulfate and concentrated to give 120 mg of the title compound. Starting materials: [Br-], C1CCOC1, COC(=O)c1cc(Cl)ccc1NC(=O)COCC(=O)Nc1cccc(I)c1, CCOC(C)=O, [Zn+]C1CCCCC1. Yields the product COC(=O)c1cc(Cl)ccc1NC(=O)COCC(=O)Nc1cccc(C2CCCCC2)c1. Reaction SMILES: [Br-:28].[CH2:36]1[O:37][CH2:38][CH2:39][CH2:40]1.[CH3:1][O:2][C:3]([c:4]1[c:5]([NH:11][C:12]([CH2:13][O:14][CH2:15][C:16](=[O:17])[NH:18][c:19]2[cH:20][c:21]([I:25])[cH:22][cH:23][cH:24]2)=[O:26])[cH:6][cH:7][c:8]([Cl:10])[cH:9]1)=[O:27].[CH3:41][CH2:42][O:43][C:44](=[O:45])[CH3:46].[CH:29]1([Zn+:35])[CH2:30][CH2:31][CH2:32][CH2:33][CH2:34]1>>[CH3:1][O:2][C:3]([c:4]1[c:5]([NH:11][C:12]([CH2:13][O:14][CH2:15][C:16](=[O:17])[NH:18][c:19]2[cH:20][c:21]([CH:29]3[CH2:30][CH2:31][CH2:32][CH2:33][CH2:34]3)[cH:22][cH:23][cH:24]2)=[O:26])[cH:6][cH:7][c:8]([Cl:10])[cH:9]1)=[O:27]. Reactants: N(=[N+]=[N-])C(C)C=1N=C2N(C(C1C1=CC(=CC(=C1)F)Cl)=O)C(=CS2)C (7-(1-azidoethyl)-6-(3-chloro-5-fluorophenyl)-3-methyl-5H-[1,3]thiazolo[3,2-a]pyrimidin-5-one), CP(C)C (trimethylphosphine). The solvent is O1CCCC1 (tetrahydrofuran), O1CCCC1 (tetrahydrofuran). Conditions: time 1 hour. Yields the product NC(C)C=1N=C2N(C(C1C1=CC(=CC(=C1)F)Cl)=O)C(=CS2)C (7-(1-aminoethyl)-6-(3-chloro-5-fluorophenyl)-3-methyl-5H-[1,3]thiazolo[3,2-a]pyrimidin-5-one). Isolated yield 98.7%. As a reaction SMILES: [N:1]([CH:4]([C:6]1[N:7]=[C:8]2[S:23][CH:22]=[C:21]([CH3:24])[N:9]2[C:10](=[O:20])[C:11]=1[C:12]1[CH:17]=[C:16]([F:18])[CH:15]=[C:14]([Cl:19])[CH:13]=1)[CH3:5])=[N+]=[N-].CP(C)C>O1CCCC1>[NH2:1][CH:4]([C:6]1[N:7]=[C:8]2[S:23][CH:22]=[C:21]([CH3:24])[N:9]2[C:10](=[O:20])[C:11]=1[C:12]1[CH:17]=[C:16]([F:18])[CH:15]=[C:14]([Cl:19])[CH:13]=1)[CH3:5]. Reported procedure: To a stirred solution of 7-(1-azidoethyl)-6-(3-chloro-5-fluorophenyl)-3-methyl-5H-[1,3]thiazolo[3,2-a]pyrimidin-5-one (0.077 g, 0.21 mmol) in tetrahydrofuran (3 mL) was added 1.00 M of trimethylphosphine in tetrahydrofuran (0.25 mL, 0.25 mmol) and the mixture was stirred at room temperature for 1 hour. The mixture was concentrated to give crude product (0.070 g), which was used directly in the next step. LCMS calculated for C15H14ClFN3OS (M+H)+: m/z=338.1. Found: 338.0. Reactants: CCOC(C)=O, [H][H], CCOc1cc(C(CC(=O)OC)N2C(=O)c3cccc([N+](=O)[O-])c3C2=O)ccc1OC. Reaction SMILES: [CH3:34][CH2:35][O:36][C:37](=[O:38])[CH3:39].[H:32][H:33].[N+:1]([O-:2])(=[O:3])[c:4]1[c:5]2[c:6]([cH:29][cH:30][cH:31]1)[C:7](=[O:8])[N:9]([CH:12]([CH2:13][C:14](=[O:15])[O:16][CH3:17])[c:18]1[cH:19][c:20]([O:26][CH2:27][CH3:28])[c:21]([O:24][CH3:25])[cH:22][cH:23]1)[C:10]2=[O:11]>>[NH2:1][c:4]1[c:5]2[c:6]([cH:29][cH:30][cH:31]1)[C:7](=[O:8])[N:9]([CH:12]([CH2:13][C:14](=[O:15])[O:16][CH3:17])[c:18]1[cH:19][c:20]([O:26][CH2:27][CH3:28])[c:21]([O:24][CH3:25])[cH:22][cH:23]1)[C:10]2=[O:11]. Yields the product CCOc1cc(C(CC(=O)OC)N2C(=O)c3cccc(N)c3C2=O)ccc1OC. Reactants: BrC(Br)(Br)Br, ClCCl, O=[N+]([O-])c1ccc(CO)cc1, c1ccc(P(c2ccccc2)c2ccccc2)cc1. Product: O=[N+]([O-])c1ccc(CBr)cc1. As a reaction SMILES: [C:12]([Br:13])([Br:14])([Br:15])[Br:16].[Cl:36][CH2:37][Cl:38].[N+:1](=[O:2])([O-:3])[c:4]1[cH:5][cH:6][c:7]([CH2:8][OH:9])[cH:10][cH:11]1.[c:17]1([P:18]([c:19]2[cH:20][cH:21][cH:22][cH:23][cH:24]2)[c:25]2[cH:26][cH:27][cH:28][cH:29][cH:30]2)[cH:31][cH:32][cH:33][cH:34][cH:35]1>>[N+:1](=[O:2])([O-:3])[c:4]1[cH:5][cH:6][c:7]([CH2:8][Br:13])[cH:10][cH:11]1.